From a dataset of the Open Reaction Database (ORD), a public repository of structured organic reaction records. describe an organic reaction: reactants, conditions, products, and yield Starting materials: CC(C)(C)OC(=O)N1CCCN(c2nc3ccccc3[nH]2)CC1, CN(C)C=O, COCCCl, ClCCl, [H-], [Na+]. Product: COCCn1c(N2CCCN(C(=O)OC(C)(C)C)CC2)nc2ccccc21. Reaction SMILES: [C:1]([CH3:2])([CH3:3])([CH3:4])[O:5][C:6](=[O:7])[N:8]1[CH2:9][CH2:10][N:11]([c:15]2[n:16][c:17]3[c:18]([nH:19]2)[cH:20][cH:21][cH:22][cH:23]3)[CH2:12][CH2:13][CH2:14]1.[CH3:24][N:25]([CH3:26])[CH:27]=[O:28].[CH3:31][O:32][CH2:33][CH2:34][Cl:35].[Cl:36][CH2:37][Cl:38].[H-:29].[Na+:30]>>[C:1]([CH3:2])([CH3:3])([CH3:4])[O:5][C:6](=[O:7])[N:8]1[CH2:9][CH2:10][N:11]([c:15]2[n:16]([CH2:34][CH2:33][O:32][CH3:31])[c:17]3[c:18]([n:19]2)[cH:20][cH:21][cH:22][cH:23]3)[CH2:12][CH2:13][CH2:14]1. Reactants: C1CCOC1, CC(C)(C)[O-], Cc1sc2nc(CCl)[nH]c(=O)c2c1-c1ccccc1, O=Cc1c[nH]nc1C(F)(F)F, [K+]. Yields the product Cc1sc2nc(Cn3cc(C=O)c(C(F)(F)F)n3)[nH]c(=O)c2c1-c1ccccc1. RXN SMILES: [CH2:37]1[O:38][CH2:39][CH2:40][CH2:41]1.[CH3:12][C:13]([CH3:14])([O-:15])[CH3:16].[Cl:18][CH2:19][c:20]1[nH:21][c:22](=[O:36])[c:23]2[c:24]([n:25]1)[s:26][c:27]([CH3:35])[c:28]2-[c:29]1[cH:30][cH:31][cH:32][cH:33][cH:34]1.[F:1][C:2]([c:3]1[n:4][nH:5][cH:6][c:7]1[CH:8]=[O:9])([F:10])[F:11].[K+:17]>>[F:1][C:2]([c:3]1[n:4][n:5]([CH2:19][c:20]2[nH:21][c:22](=[O:36])[c:23]3[c:24]([n:25]2)[s:26][c:27]([CH3:35])[c:28]3-[c:29]2[cH:30][cH:31][cH:32][cH:33][cH:34]2)[cH:6][c:7]1[CH:8]=[O:9])([F:10])[F:11]. Reactants: ClC1=CC=C(C(=N1)NC(OC(C)(C)C)=O)C=O (tert-Butyl (6-chloro-3-formylpyridin-2-yl)carbamate), O (water), Cl.NO (hydroxylamine hydrochloride), O (water), C(C)(=O)[O-].[Na+] (sodium acetate). Solvent: C(C)O (ethanol). Conditions: time 5 minute. The product is ClC1=CC=C(C(=N1)NC(OC(C)(C)C)=O)C=NO (tert-Butyl {6-chloro-3-[(hydroxyimino)methyl]pyridin-2-yl}carbamate). Reaction SMILES: [Cl:1][C:2]1[N:7]=[C:6]([NH:8][C:9](=[O:15])[O:10][C:11]([CH3:14])([CH3:13])[CH3:12])[C:5]([CH:16]=O)=[CH:4][CH:3]=1.[OH2:18].C([O-])(=O)C.[Na+].Cl.[NH2:25]O>C(O)C>[Cl:1][C:2]1[N:7]=[C:6]([NH:8][C:9](=[O:15])[O:10][C:11]([CH3:14])([CH3:13])[CH3:12])[C:5]([CH:16]=[N:25][OH:18])=[CH:4][CH:3]=1 |f:2.3,4.5|. Procedure: 15.45 g (60.2 mmol) of tert-butyl (6-chloro-3-formylpyridin-2-yl)carbamate (Example 25A) were initially charged in 750 ml of ethanol, a solution of 225 ml of water and 9.38 g (120.4 mmol) of sodium acetate was added and the mixture was stirred for 5 min. A solution of 225 ml of water and 8.36 g (114.4 mmol) of hydroxylamine hydrochloride was added and the mixture was stirred at RT for 4 h. The reaction mixture was concentrated on a rotary evaporator at 20° C. The residue was taken up in ethyl ac... Yields the product O=[N+]([O-])c1ccc(C(F)(F)F)cc1O. The reactants are CC(=O)[O-], Oc1cccc(C(F)(F)F)c1, [Na+], O=[N+]([O-])O. Reaction SMILES: [CH3:17][C:18](=[O:19])[O-:20].[F:1][C:2]([F:3])([F:4])[c:5]1[cH:6][c:7]([OH:11])[cH:8][cH:9][cH:10]1.[Na+:16].[OH:12][N+:13]([O-:14])=[O:15]>>[F:1][C:2]([F:3])([F:4])[c:5]1[cH:6][c:7]([OH:11])[c:8]([N+:13](=[O:12])[O-:14])[cH:9][cH:10]1. Starting materials: CSC(=C(C#N)C(C1=C(C=CC(=C1)C)C)=O)SC (3,3-Bis-methylthio-2-(2,5-dimethylbenzoyl)-acrylonitrile), ClC1=C(C(=CC(=C1)C(F)(F)F)Cl)NN (2,6-dichloro-4-trifluoromethylphenylhydrazine). The solvent is C(C)O (ethanol). Yields the product NC1=C(C(=NN1C1=C(C=C(C=C1Cl)C(F)(F)F)Cl)SC)C(C1=C(C=CC(=C1)C)C)=O (5-Amino-1-(2,6-dichloro-4-trifluoromethylphenyl)-4-(2,5-dimethylbenzoyl)-3-methylthiopyrazole). Yield: 88.5%. Reaction SMILES: CS[C:3]([S:17][CH3:18])=[C:4]([C:7](=[O:16])[C:8]1[CH:13]=[C:12]([CH3:14])[CH:11]=[CH:10][C:9]=1[CH3:15])[C:5]#[N:6].[Cl:19][C:20]1[CH:25]=[C:24]([C:26]([F:29])([F:28])[F:27])[CH:23]=[C:22]([Cl:30])[C:21]=1[NH:31][NH2:32]>C(O)C>[NH2:6][C:5]1[N:31]([C:21]2[C:22]([Cl:30])=[CH:23][C:24]([C:26]([F:27])([F:28])[F:29])=[CH:25][C:20]=2[Cl:19])[N:32]=[C:3]([S:17][CH3:18])[C:4]=1[C:7](=[O:16])[C:8]1[CH:13]=[C:12]([CH3:14])[CH:11]=[CH:10][C:9]=1[CH3:15]. Procedure details: A suspension of 7.94 g (28.6 mmol) of the product of step C and 7.01 g (28.6 mmol) of 2,6-dichloro-4-trifluoromethylphenylhydrazine in 100 mL of ethanol was heated at reflux for 2 hours, solution occurring as the reaction mixture was warmed. Then the ethanol was mostly removed on the rotary evaporator and the residues were partitioned between dilute aqueous hydrogen chloride solution and ethyl acetate. The organic phase was washed once with water and with brine, then dried with magnesium sulfate... Reactants: Cl (HCl), COC(C1=CC(=C(C=C1)C)C1=C(C=NC=C1)N(C)C(C1=CC(=CC(=C1)C(F)(F)F)C(F)(F)F)=O)=O (3-{3-[(3,5-Bis-trifluoromethyl-benzoyl)-methyl-amino]-pyridin-4-yl}-4-methyl-benzoic acid methyl ester), O (water), O[Li].O (LiOH.H2O). Run in CCOC(=O)C (EtOAc), O1CCOCC1 (dioxane). Conditions: time 2 hour. Yields the product FC(C=1C=C(C(=O)N(C=2C=NC=CC2C=2C=C(C(=O)O)C=CC2C)C)C=C(C1)C(F)(F)F)(F)F (3-{3-[(3,5-Bis-trifluoromethyl-benzoyl)-methyl-amino]-pyridin-4-yl}-4-methyl-benzoic acid). Reaction SMILES: C[O:2][C:3](=[O:35])[C:4]1[CH:9]=[CH:8][C:7]([CH3:10])=[C:6]([C:11]2[CH:16]=[CH:15][N:14]=[CH:13][C:12]=2[N:17]([C:19](=[O:34])[C:20]2[CH:25]=[C:24]([C:26]([F:29])([F:28])[F:27])[CH:23]=[C:22]([C:30]([F:33])([F:32])[F:31])[CH:21]=2)[CH3:18])[CH:5]=1.O.O[Li].O.Cl>O1CCOCC1.CCOC(C)=O>[F:33][C:30]([F:31])([F:32])[C:22]1[CH:21]=[C:20]([CH:25]=[C:24]([C:26]([F:29])([F:28])[F:27])[CH:23]=1)[C:19]([N:17]([CH3:18])[C:12]1[CH:13]=[N:14][CH:15]=[CH:16][C:11]=1[C:6]1[CH:5]=[C:4]([CH:9]=[CH:8][C:7]=1[CH3:10])[C:3]([OH:35])=[O:2])=[O:34] |f:2.3|. Reported procedure: To a solution of 3-{3-[(3,5-bis-trifluoromethyl-benzoyl)-methyl-amino]-pyridin-4-yl}-4-methyl-benzoic acid methyl ester (33 mg, 66.5 μmol, example 83) in dioxane (1 mL) was added water (2 mL) and LiOH.H2O (3.49 mg, 83.1 μmol). The reaction mixture was stirred at room temperature for 2 hours and then poured on 20 mL 1M aqueous HCl and 20 mL EtOAc. The layers were separated and the aqueous layer extracted a second time with 20 mL EtOAc. The combined organic layers were washed with 20 ml brine, dri... Yields the product N[C@@H](CCC(=O)N[C@@H](C(C)C)C(=O)NCC(=O)O)C(=O)O (γ-Glu-Val-Gly). Run at time 5 hour. The solvent is C(C)O (ethanol). Starting materials: N([C@@H](CCC(=O)N[C@@H](C(C)C)C(=O)NCC(=O)OCC1=CC=CC=C1)C(=O)OCC1=CC=CC=C1)C(=O)OCC1=CC=CC=C1 (Z-Glu(Val-Gly-OBzl)-OBzl), O (water). Isolated yield 93.7%. The reagents and catalysts are [Pd] (palladium/carbon). Procedure details: Then, Z-Glu(Val-Gly-OBzl)-OBzl (6.20 g, 10.03 mmol) was suspended in ethanol (200 ml), and 10% palladium/carbon (1.50 g) was added. A reduction reaction was performed at 55° C. for 5 hours under a hydrogen atmosphere. During the reaction, a total amount of 100 ml of water was gradually added. The catalyst was removed by filtration using a Kiriyama funnel, and the filtrate was concentrated under reduced pressure to a half volume. The reaction mixture was further filtered through a membrane filter... Reaction SMILES: [NH:1](C(OCC1C=CC=CC=1)=O)[C@H:2]([C:26]([O:28]CC1C=CC=CC=1)=[O:27])[CH2:3][CH2:4][C:5]([NH:7][C@H:8]([C:12]([NH:14][CH2:15][C:16]([O:18]CC1C=CC=CC=1)=[O:17])=[O:13])[CH:9]([CH3:11])[CH3:10])=[O:6].O>C(O)C.[Pd]>[NH2:1][C@H:2]([C:26]([OH:28])=[O:27])[CH2:3][CH2:4][C:5]([NH:7][C@H:8]([C:12]([NH:14][CH2:15][C:16]([OH:18])=[O:17])=[O:13])[CH:9]([CH3:11])[CH3:10])=[O:6].